Dataset: the Open Reaction Database (ORD), a public repository of structured organic reaction records. Task: describe an organic reaction: reactants, conditions, products, and yield The reactants are FC=1C=C2C(=NN(C2=CC1)C1=CC=C(C=C1)C(F)(F)F)C1CCN(CC1)C (5-fluoro-1-[4-(trifluoromethyl)phenyl]-3-(1-methyl-4-piperidinyl)-1H-indazole), ClC(C)OC(=O)Cl (1-chloroethylchloroformate). Solvent: ClCCCl (1,2-dichloroethane). Reaction conditions: time 15 minute. Yields the product Cl.FC=1C=C2C(=NN(C2=CC1)C1=CC=C(C=C1)C(F)(F)F)C1CCNCC1 (5-fluoro-1-[4-(trifluoromethyl)phenyl]-3-(4-piperidinyl)-1H-indazole hydrochloride). Isolated yield 45.0%. RXN SMILES: [F:1][C:2]1[CH:3]=[C:4]2[C:8](=[CH:9][CH:10]=1)[N:7]([C:11]1[CH:16]=[CH:15][C:14]([C:17]([F:20])([F:19])[F:18])=[CH:13][CH:12]=1)[N:6]=[C:5]2[CH:21]1[CH2:26][CH2:25][N:24](C)[CH2:23][CH2:22]1.[Cl:28]C(OC(Cl)=O)C>ClCCCl>[ClH:28].[F:1][C:2]1[CH:3]=[C:4]2[C:8](=[CH:9][CH:10]=1)[N:7]([C:11]1[CH:12]=[CH:13][C:14]([C:17]([F:18])([F:19])[F:20])=[CH:15][CH:16]=1)[N:6]=[C:5]2[CH:21]1[CH2:26][CH2:25][NH:24][CH2:23][CH2:22]1 |f:3.4|. Reported procedure: To a solution of 5-fluoro-1-[4-(trifluoromethyl)phenyl]-3-(1-methyl-4-piperidinyl)-1H-indazole (13.2 g, 0.035 moles) in 1,2-dichloroethane (35 ml) at 0° C. was added 1-chloroethylchloroformate (3.9 ml, 0.035 moles). The reaction was stirred for 15 minutes at 0° and then for 4 hours at ambient temperature. The solvent was removed and then methanol (90 ml) was added. The mixture was refluxed for 1 hour and then the methanol was removed which left 17.8 g of a solid. The product was recrystallized t...